From a dataset of the Open Reaction Database (ORD), a public repository of structured organic reaction records. describe an organic reaction: reactants, conditions, products, and yield The reactants are [N+](=O)([O-])CCCCCC (1-nitrohexane), BrCCCCCC (1-bromohexane), N(=O)[O-].CN(C)[S+](N(C)C)N(C)C (tris(dimethylamino)sulfonium nitrite), OC1[C@H](O)[C@@H](O)[C@H](O)[C@H](O1)CO (Glc). Solvent: C(C)#N (acetonitrile). Run at time 15 minute. The product is N(=O)OCCCCCC (1-hexyl nitrite). As a reaction SMILES: Br[CH2:2][CH2:3][CH2:4][CH2:5][CH2:6][CH3:7].[N:8]([O-:10])=[O:9].CN([S+](N(C)C)N(C)C)C.OC1O[C@H](CO)[C@@H](O)[C@H](O)[C@H]1O.[N+](CCCCCC)([O-])=O>C(#N)C>[N:8]([O:10][CH2:2][CH2:3][CH2:4][CH2:5][CH2:6][CH3:7])=[O:9] |f:1.2|. Procedure details: A 165-mg (1 mmole) sample of 1-bromohexane was added to 0.5 ml (1 mmole) of 2M tris(dimethylamino)sulfonium nitrite in acetonitrile. The course of the reaction was followed by glc analysis. No further reaction occurred after 15 min. Glc analysis showed that 1-nitrohexane and 1-hexyl nitrite were formed in a 70:30 ratio. Starting materials: ClC1=C(C=CC=C1Cl)O[C@H]1C[C@H](C1)NC(OC(C)(C)C)=O (1,1-dimethylethyl {cis-3-[(2,3-dichlorophenyl)oxy]cyclobutyl}carbamate), Cl (hydrochloric acid), C(C)OCC (Diethyl ether). Solvent: O1CCOCC1 (dioxane), O1CCOCC1 (dioxane). Run at time 1 hour. The product is Cl.ClC1=C(C=CC=C1Cl)O[C@H]1C[C@H](C1)N (cis-3-[(2,3-Dichlorophenyl)oxy]cyclobutanamine, hydrochloride). Yield: 197.0%. RXN SMILES: [Cl:1][C:2]1[C:7]([Cl:8])=[CH:6][CH:5]=[CH:4][C:3]=1[O:9][C@@H:10]1[CH2:13][C@H:12]([NH:14]C(=O)OC(C)(C)C)[CH2:11]1.Cl.C(OCC)C>O1CCOCC1>[ClH:1].[Cl:1][C:2]1[C:7]([Cl:8])=[CH:6][CH:5]=[CH:4][C:3]=1[O:9][C@@H:10]1[CH2:11][C@H:12]([NH2:14])[CH2:13]1 |f:4.5|. Procedure details: To 1,1-dimethylethyl {cis-3-[(2,3-dichlorophenyl)oxy]cyclobutyl}carbamate (5.21 g, 15.68 mmol) was added hydrochloric acid in dioxane (4M, 40 mL, 160 mmol) and the reaction mixture stirred in a sealed vessel at room temperature for 1 hour. The mixture was diluted with dioxane (300 mL) and stirred for a further 5 hours. Diethyl ether (300 mL) was then added and the solid collected by filtration and dried under high vacuum overnight to give the title compound (4.149 g) Reactants: C1OC=2C=C(C=CC2O1)CCC(=O)OC (methyl 3-(3,4-methylenedioxyphenyl)-propanoate), C(C)(C)NC(C)C (di-isopropylamine), [Li]CCCC (n-BuLi), CCCCCC (hexane), C(C1=CC=CC=C1)(=O)C1=CC=CC=C1 (benzophenone), Cl (HCl). Solvent: C1CCOC1 (THF), C1CCOC1 (THF), C1CCOC1 (THF). Reaction conditions: temperature -78 celsius, time 40 minute. Yields the product C1(=CC=CC=C1)C(C(C(=O)OC)CC1=CC2=C(C=C1)OCO2)(O)C2=CC=CC=C2 (Methyl(2RS)-3,3-Diphenyl-3-hydroxy-2-(3,4-methylenedioxybenzyl)propanoate). The yield is 75.3%. RXN SMILES: C(NC(C)C)(C)C.[Li]CCCC.CCCCCC.[CH2:19]1[O:27][C:26]2[CH:25]=[CH:24][C:23]([CH2:28][CH2:29][C:30]([O:32][CH3:33])=[O:31])=[CH:22][C:21]=2[O:20]1.[C:34]([C:42]1[CH:47]=[CH:46][CH:45]=[CH:44][CH:43]=1)(=[O:41])[C:35]1[CH:40]=[CH:39][CH:38]=[CH:37][CH:36]=1.Cl>C1COCC1>[C:42]1([C:34]([C:35]2[CH:36]=[CH:37][CH:38]=[CH:39][CH:40]=2)([OH:41])[CH:29]([CH2:28][C:23]2[CH:24]=[CH:25][C:26]3[O:27][CH2:19][O:20][C:21]=3[CH:22]=2)[C:30]([O:32][CH3:33])=[O:31])[CH:43]=[CH:44][CH:45]=[CH:46][CH:47]=1. Procedure: To a solution of di-isopropylamine (0.52 ml, 3.69 mmol) in dry THF (3 ml) at 0° C. under argon was added n-BuLi in hexane (1.36 ml, 2.5 M, 3.4 mmol). After stirring for 40 min the solution was cooled to -78° C. and a solution of methyl 3-(3,4-methylenedioxyphenyl)-propanoate (0.592 g, 2.84 mmol) in dry THF (2 ml) was added dropwise over 7 min. After a further 2 min a solution of benzophenone (0.517 g, 2.84 mmol) in dry THF (2 ml) was added dropwise. After a further 30 min at -78° C. the mixture ... The reactants are CCOC(C)=O, N#Cc1ccc2c(c1)c(C=Cc1ccccc1)nn2C1CCCCO1. The product is N#Cc1ccc2c(c1)c(CCc1ccccc1)nn2C1CCCCO1. Reaction SMILES: [CH3:26][CH2:27][O:28][C:29](=[O:30])[CH3:31].[c:1]1([CH:7]=[CH:8][c:9]2[n:10][n:11]([CH:20]3[O:21][CH2:22][CH2:23][CH2:24][CH2:25]3)[c:12]3[cH:13][cH:14][c:15]([C:18]#[N:19])[cH:16][c:17]23)[cH:2][cH:3][cH:4][cH:5][cH:6]1>>[c:1]1([CH2:7][CH2:8][c:9]2[n:10][n:11]([CH:20]3[O:21][CH2:22][CH2:23][CH2:24][CH2:25]3)[c:12]3[cH:13][cH:14][c:15]([C:18]#[N:19])[cH:16][c:17]23)[cH:2][cH:3][cH:4][cH:5][cH:6]1. Starting materials: CC(C)OC(N[C@@H]1C[C@@H](N(C2=CC=C(C=C12)Br)C(C)=O)C)=O (1-Methylethyl((cis)-1-acetyl-6-bromo-2-methyl-1,2,3,4-tetrahydro-4-quinolinyl)carbamate), C([O-])([O-])=O.[K+].[K+] (potassium carbonate), CC=1SC(=C(N1)C)B1OC(C(O1)(C)C)(C)C (2,4-dimethyl-5-(4,4,5,5-tetramethyl-1,3,2-dioxaboroian-2-yl)-1,3-thiazole). The reagents and catalysts are C=1C=CC(=CC1)[P](C=2C=CC=CC2)(C=3C=CC=CC3)[Pd]([P](C=4C=CC=CC4)(C=5C=CC=CC5)C=6C=CC=CC6)([P](C=7C=CC=CC7)(C=8C=CC=CC8)C=9C=CC=CC9)[P](C=1C=CC=CC1)(C=1C=CC=CC1)C=1C=CC=CC1 (tetrakis(triphenylphosphine)palladium(0)). Solvent: C(C)O (ethanol), C1(=CC=CC=C1)C (Toluene). Conditions: temperature 90 celsius. Product: CC(C)OC(N[C@@H]1C[C@@H](N(C2=CC=C(C=C12)C1=C(N=C(S1)C)C)C(C)=O)C)=O (1-methylethyl[(cis)-1-acetyl-6-(2,4-dimethyl-1,3-thiazol-5-yl)-2-methyl-1,2,3,4-tetrahydro-4-quinolinyl]carbamate). RXN SMILES: [CH3:1][CH:2]([O:4][C:5](=[O:22])[NH:6][C@H:7]1[C:16]2[C:11](=[CH:12][CH:13]=[C:14](Br)[CH:15]=2)[N:10]([C:18](=[O:20])[CH3:19])[C@@H:9]([CH3:21])[CH2:8]1)[CH3:3].C(=O)([O-])[O-].[K+].[K+].[CH3:29][C:30]1[S:31][C:32](B2OC(C)(C)C(C)(C)O2)=[C:33]([CH3:35])[N:34]=1>C(O)C.C1(C)C=CC=CC=1.C1C=CC([P]([Pd]([P](C2C=CC=CC=2)(C2C=CC=CC=2)C2C=CC=CC=2)([P](C2C=CC=CC=2)(C2C=CC=CC=2)C2C=CC=CC=2)[P](C2C=CC=CC=2)(C2C=CC=CC=2)C2C=CC=CC=2)(C2C=CC=CC=2)C2C=CC=CC=2)=CC=1>[CH3:1][CH:2]([O:4][C:5](=[O:22])[NH:6][C@H:7]1[C:16]2[C:11](=[CH:12][CH:13]=[C:14]([C:32]3[S:31][C:30]([CH3:29])=[N:34][C:33]=3[CH3:35])[CH:15]=2)[N:10]([C:18](=[O:20])[CH3:19])[C@@H:9]([CH3:21])[CH2:8]1)[CH3:3] |f:1.2.3,^1:58,60,79,98|. Procedure details: 1-Methylethyl((cis)-1-acetyl-6-bromo-2-methyl-1,2,3,4-tetrahydro-4-quinolinyl)carbamate (for a preparation see Example 61) (100 mg, 0.271 mmol) were dissolved in ethanol (1 mL) and Toluene (1 mL), mixed with potassium carbonate (74.9 mg, 0.542 mmol), 2,4-dimethyl-5-(4,4,5,5-tetramethyl-1,3,2-dioxaboroian-2-yl)-1,3-thiazole (78 mg, 0.325 mmol, available from Maybridge), followed by tetrakis(triphenylphosphine)palladium(0) (15.65 mg, 0.014 mmol) and refluxed under nitrogen at 90° C. for 18.5 hours... RXN SMILES: [CH2:1]([O:3][C:4]1([O:27][CH2:28][CH3:29])[CH2:9][N:8]([C:10]([C:12]2[N:13]=[C:14]([CH3:24])[S:15][C:16]=2[C:17]2[CH:22]=[CH:21][C:20]([F:23])=[CH:19][CH:18]=2)=[O:11])[CH:7](CO)[CH2:6][CH2:5]1)[CH3:2].[CH3:30][CH2:31][OH:32]>>[CH2:1]([O:3][C:4]1([O:27][CH2:28][CH3:29])[CH2:9][N:8]([C:10]([C:12]2[N:13]=[C:14]([CH3:24])[S:15][C:16]=2[C:17]2[CH:18]=[CH:19][C:20]([F:23])=[CH:21][CH:22]=2)=[O:11])[CH:7]([CH2:7][N:8]2[C:31](=[O:32])[C:30]3[C:12](=[CH:16][CH:17]=[CH:18][CH:19]=3)[C:10]2=[O:11])[CH2:6][CH2:5]1)[CH3:2]. Yields the product C(C)OC1(CCC(N(C1)C(=O)C=1N=C(SC1C1=CC=C(C=C1)F)C)CN1C(C2=CC=CC=C2C1=O)=O)OCC (rac-2-((5,5-Diethoxy-1-(5-(4-fluorophenyl)-2-methylthiazole-4-carbonyl)piperidin-2-yl)methyl)isoindoline-1,3-dione). Procedure: The title compound was prepared according to general procedure I using rac-(5,5-diethoxy-2-(hydroxymethyl)piperidin-1-yl)(5-(4-fluorophenyl)-2-methylthiazol-4-yl)methanone. 1H NMR (CDCl3, 400 MHz) δ 7.73-7.71 (m, 2H), 7.63-7.62 (m, 2H), 7.38-7.35 (m, 2H), 7.21-6.91 (m, 2H), 4.86-4.81 (m, 1H), 4.10-4.03 (m, 2H), 3.10 (d, 1H), 2.27 (s, 3H), 1.89-1.83 (m, 1H), 1.70-1.61 (m, 1H), 1.32-1.28 (m, 2H), 1.19-1.03 (m, 6H). MS (ESI) 506 (M+H): desired product lost EtOH in LC/MS. Starting materials: C(C)OC1(CCC(N(C1)C(=O)C=1N=C(SC1C1=CC=C(C=C1)F)C)CO)OCC (rac-(5,5-diethoxy-2-(hydroxymethyl)piperidin-1-yl)(5-(4-fluorophenyl)-2-methylthiazol-4-yl)methanone), CCO (EtOH). Reactants: BrC1=CC(=NC=C1)C (4-bromo-2-methylpyridine), N1N=CC=C1 (1H-pyrazole), N1=CC=CC2=CC=C3C=CC=NC3=C12 (1,10-phenanthroline), C(=O)([O-])[O-].[K+].[K+] (K2CO3). The reagents and catalysts are [Cu]I (CuI). The solvent is C1(=CC=CC=C1)C (toluene). Run at temperature 120 celsius. Yields the product CC1=NC=CC(=C1)N1N=CC=C1 (2-methyl-4-(1H-pyrazol-1-yl)pyridine). Isolated yield 91.9%. Reaction SMILES: Br[C:2]1[CH:7]=[CH:6][N:5]=[C:4]([CH3:8])[CH:3]=1.[NH:9]1[CH:13]=[CH:12][CH:11]=[N:10]1.N1C2C(=CC=C3C=2N=CC=C3)C=CC=1.C([O-])([O-])=O.[K+].[K+]>C1(C)C=CC=CC=1.[Cu]I>[CH3:8][C:4]1[CH:3]=[C:2]([N:9]2[CH:13]=[CH:12][CH:11]=[N:10]2)[CH:7]=[CH:6][N:5]=1 |f:3.4.5|. Procedure: To a mixture of 4-bromo-2-methylpyridine [22282-99-1] (350 mg, 2.05 mmol), 1H-pyrazole (140 mg, 2.05 mmol), 1,10-phenanthroline (74 mg, 0.41 mmol) and K2CO3 (567 mg, 4.1 mmol) in toluene (2 mL), CuI (19 mg, 0.1 mmol) was added and the reaction mixture was heated at 120° C. for 70 h in a sealed tube. The reaction mixture was cooled to rt, quenched with water (50 mL) and extracted with dichloromethane (150 mL). The organic layer was washed with brine and dried over anhydrous Na2SO4, filtered and c... Starting materials: ClC1=NC=CC=C1COS(=O)(=O)C (methansulfonic acid 2-chloro-pyridinylmethyl ester), C1CCOC1 (THF), [H-].[Na+] (sodium hydride), C1CCOC1 (THF), C1=CC=C(C=C1)C(=NCC#N)C2=CC=CC=C2 (N-(diphenylmethylene)aminoacetonitrile), [H][H] (hydrogen), [Cl-].[NH4+] (ammonium chloride). Conditions: temperature 0 celsius, time 20 minute. The product is C(C1=CC=CC=C1)(C1=CC=CC=C1)=NC(C#N)CC1=CC(=NC=C1)Cl (2-(benzhydrylidene-amino)-3-(2-chloro-pyridin-4-yl)-propionitrile). The yield is 52.0%. Reaction SMILES: [H-].[Na+].[CH:3]1[CH:8]=[CH:7][C:6]([C:9]([C:14]2[CH:19]=[CH:18][CH:17]=[CH:16][CH:15]=2)=[N:10][CH2:11][C:12]#[N:13])=[CH:5][CH:4]=1.[H][H].[Cl:22][C:23]1[C:28](COS(C)(=O)=O)=[CH:27][CH:26]=[CH:25][N:24]=1.[Cl-].[NH4+].[CH2:37]1COCC1>>[C:9](=[N:10][CH:11]([CH2:37][C:27]1[CH:26]=[CH:25][N:24]=[C:23]([Cl:22])[CH:28]=1)[C:12]#[N:13])([C:6]1[CH:5]=[CH:4][CH:3]=[CH:8][CH:7]=1)[C:14]1[CH:19]=[CH:18][CH:17]=[CH:16][CH:15]=1 |f:0.1,5.6|. Procedure details: To a suspension of sodium hydride (0.34 g, 14 mmol) in anhydrous THF (80 mL) was added portionwise N-(diphenylmethylene)aminoacetonitrile (3.13 g, 14 mmol). The reaction was allowed to stir at room temperature until hydrogen evolution ceased and then cooled to 0° C. for 10 minutes. To the reaction mixture was added a solution of methansulfonic acid 2-chloro-pyridinylmethyl ester (3.00 g, 13 mmol) in anhydrous THF (10 mL). The reaction mixture was stirred at room temperature for 20 minutes and th... Reactants: C1CCNC1, ClCCl, CC(C)C(NC(=O)CCCc1ccccc1)C(=O)O. Yields the product CC(C)C(NC(=O)CCCc1ccccc1)C(=O)N1CCCC1. RXN SMILES: [CH2:20]1[CH2:21][CH2:22][NH:23][CH2:24]1.[CH2:25]([Cl:26])[Cl:27].[c:1]1([CH2:7][CH2:8][CH2:9][C:10](=[O:11])[NH:12][CH:13]([CH:14]([CH3:15])[CH3:16])[C:17](=[O:18])[OH:19])[cH:2][cH:3][cH:4][cH:5][cH:6]1>>[c:1]1([CH2:7][CH2:8][CH2:9][C:10](=[O:11])[NH:12][CH:13]([CH:14]([CH3:15])[CH3:16])[C:17](=[O:19])[N:23]2[CH2:22][CH2:21][CH2:20][CH2:24]2)[cH:2][cH:3][cH:4][cH:5][cH:6]1. Starting materials: ClC1=C(C#N)C=CC(=C1)OCCCN1CCCCC1 (2-Chloro-4-(3-piperidin-1-ylpropoxy)benzonitrile), [OH-].[Na+] (sodium hydroxide), C(C)O (ethanol). Run at temperature 120 celsius. Product: Cl.ClC1=C(C(=O)O)C=CC(=C1)OCCCN1CCCCC1 (2-Chloro-4-(3-piperidin-1-ylpropoxy)benzoic acid hydrochloride). RXN SMILES: [Cl:1][C:2]1[CH:9]=[C:8]([O:10][CH2:11][CH2:12][CH2:13][N:14]2[CH2:19][CH2:18][CH2:17][CH2:16][CH2:15]2)[CH:7]=[CH:6]C=1C#N.[OH-:20].[Na+].[CH2:22]([OH:24])[CH3:23]>>[ClH:1].[Cl:1][C:2]1[CH:9]=[C:8]([O:10][CH2:11][CH2:12][CH2:13][N:14]2[CH2:19][CH2:18][CH2:17][CH2:16][CH2:15]2)[CH:7]=[CH:6][C:23]=1[C:22]([OH:20])=[O:24] |f:1.2,4.5|. Procedure details: 2-Chloro-4-(3-piperidin-1-ylpropoxy)benzonitrile (D26) (6.29 g) with aqueous 1M sodium hydroxide (45.2 ml) in ethanol (60 ml) was heated at reflux for 72 h. The reaction mixture was then evaporated to remove ethanol and the aqueous solution treated with excess conc. hydrochloric acid and heated at 120° C. for 2 h. The reaction mixture was then cooled to 5° C. and filtered. The filter cake was washed with a small volume of water and then acetone followed by drying at 65° C. under high vacuum over...